Dataset: the Open Reaction Database (ORD), a public repository of structured organic reaction records. Task: describe an organic reaction: reactants, conditions, products, and yield Starting materials: C(C1=CC=CC=C1)C=1SC(=C(C1C(=O)C1=CC(=C(C(=C1)C(C)C)OC)C(C)C)C)C ((2-benzyl-4,5-dimethyl-thiophen-3-yl)-(3,5-diisopropyl-4-methoxy-phenyl)-methanone), B(Br)(Br)Br (boron tribromide). Solvent: C(Cl)Cl (methylene chloride). Yields the product CC1=C(C2=C(S1)C=C1C=CC=CC1=C2C2=CC(=C(C(=C2)C(C)C)O)C(C)C)C (4-(2,3-Dimethyl-naphtho[2,3-b]thiophen-4-yl)-2,6-diisopropyl-phenol). As a reaction SMILES: [CH2:1]([C:8]1[S:9][C:10]([CH3:30])=[C:11]([CH3:29])[C:12]=1[C:13]([C:15]1[CH:20]=[C:19]([CH:21]([CH3:23])[CH3:22])[C:18]([O:24]C)=[C:17]([CH:26]([CH3:28])[CH3:27])[CH:16]=1)=O)C1C=CC=CC=1.B(Br)(Br)Br>C(Cl)Cl>[CH3:30][C:10]1[S:9][C:8]2[CH:1]=[C:15]3[C:20](=[C:13]([C:15]4[CH:20]=[C:19]([CH:21]([CH3:23])[CH3:22])[C:18]([OH:24])=[C:17]([CH:26]([CH3:27])[CH3:28])[CH:16]=4)[C:12]=2[C:11]=1[CH3:29])[CH:19]=[CH:18][CH:17]=[CH:16]3. Procedure: Using (2-benzyl-4,5-dimethyl-thiophen-3-yl)-(3,5-diisopropyl-4-methoxy-phenyl)-methanone (4.3 g, 10.1 mmol), boron tribromide (3.1 mL, 32.4 mmol), and methylene chloride (60 mL) the title compound was prepared according to the procedure in Example 2, step 2 to give 1.2 g (30%) as a yellow foam; NMR (DMSO-d6) δ 8.42 (s, 1 H), 8.24 (s, 1 H), 7.94 (d, 1 H), 7.48-7.32 (m, 3 H), 6.90 (s, 2 H), 3.45-3.35 (m, 2 H), 2.38 (s, 3 H), 1.57 (s, 3 H), 1.15 (d, 12 H). MS(-ESI), [M-H] 387. The reactants are Cl.NO (Hydroxylamine hydrochloride), N1N=NN=C1CC1=CC=C(S1)C(C(=O)OCC)=O (ethyl 2-[5-(1-tetrazolylmethyl)thien-2-yl]-2-oxoacetate). Run in C(C)O (ethanol). Run at time 3 day. The product is N1N=NN=C1CC1=CC=C(S1)C(C(=O)OCC)=NO (Ethyl 2-[5-(1-tetrazolylmethyl)thien-2-yl]-2-hydroxyiminoacetate). The yield is 90.3%. RXN SMILES: Cl.[NH2:2][OH:3].[NH:4]1[C:8]([CH2:9][C:10]2[S:14][C:13]([C:15](=O)[C:16]([O:18][CH2:19][CH3:20])=[O:17])=[CH:12][CH:11]=2)=[N:7][N:6]=[N:5]1>C(O)C>[NH:4]1[C:8]([CH2:9][C:10]2[S:14][C:13]([C:15](=[N:2][OH:3])[C:16]([O:18][CH2:19][CH3:20])=[O:17])=[CH:12][CH:11]=2)=[N:7][N:6]=[N:5]1 |f:0.1|. Procedure details: Hydroxylamine hydrochloride (205 mg) was added to a stirred mixture of ethyl 2-[5-(1-tetrazolylmethyl)thien-2-yl]-2-oxoacetate (Description 50) (394 mg) and ethanol (10 ml). The mixture was left at room temperature for 3 days, then the solvent was evaporated and the residue partitioned between ethyl acetate and water. The organic phase was washed with water and brine and dried over magnesium sulphate. The solution was evaporated to give the product (376 mg) as a mixture of isomers. νmax (nujol) ... Reactants: NC1=C(C=C(C=C1)O)Cl (4-amino-3-chlorophenol), [H-].[Na+] (sodium hydride), O (water), CONC(=O)C=1C=C2C(=CC=NC2=CC1OCC1=CC=CC=C1)Cl (N6-Methoxy-7-benzyloxy-4-chloro-6-quinolinecarboxamide). Solvent: C(C)(=O)OCC (ethyl acetate), CS(=O)C (dimethylsulfoxide), CCCCCC (hexane), C(C)(=O)OCC (ethyl acetate). Conditions: temperature 100 celsius, time 30 minute. The product is CONC(=O)C=1C=C2C(=CC=NC2=CC1OCC1=CC=CC=C1)OC1=CC(=C(C=C1)N)Cl (N6-Methoxy-4-(4-amino-3-chlorophenoxy)-7-benzyloxy-6-quinolinecarboxamide). Yield: 15.8%. RXN SMILES: [NH2:1][C:2]1[CH:7]=[CH:6][C:5]([OH:8])=[CH:4][C:3]=1[Cl:9].[H-].[Na+].[CH3:12][O:13][NH:14][C:15]([C:17]1[CH:18]=[C:19]2[C:24](=[CH:25][C:26]=1[O:27][CH2:28][C:29]1[CH:34]=[CH:33][CH:32]=[CH:31][CH:30]=1)[N:23]=[CH:22][CH:21]=[C:20]2Cl)=[O:16].O>CS(C)=O.C(OCC)(=O)C.CCCCCC>[CH3:12][O:13][NH:14][C:15]([C:17]1[CH:18]=[C:19]2[C:24](=[CH:25][C:26]=1[O:27][CH2:28][C:29]1[CH:34]=[CH:33][CH:32]=[CH:31][CH:30]=1)[N:23]=[CH:22][CH:21]=[C:20]2[O:8][C:5]1[CH:6]=[CH:7][C:2]([NH2:1])=[C:3]([Cl:9])[CH:4]=1)=[O:16] |f:1.2|. Reported procedure: After dissolving 4-amino-3-chlorophenol (408 mg, 2.84 mmol) in dimethylsulfoxide (10 ml), sodium hydride (114 mg, 2.84 mmol) was gradually added at room temperature and the mixture was stirred for 30 minutes. N6-Methoxy-7-benzyloxy-4-chloro-6-quinolinecarboxamide (388 mg, 1.14 mmol) was added, and the mixture was heated at 100° C. for 18 hours while stirring. Upon cooling to room temperature, the reaction solution was distributed between ethyl acetate and water, and the organic layer was washed ... Starting materials: ClC=1C2=C(N=CN1)C=CN2 (4-chloro-5H-pyrrolo[3,2-d]pyrimidine), NC=1C=C(C=CC1)NC(=O)NCC1=CC=CC=C1 (N-(3-aminophenyl)-N′-benzylurea). Solvent: C(O)([O-])=O.[Na+] (sodium hydrogen carbonate), CN1C(CCC1)=O (1-methyl-2-pyrrolidone). Conditions: temperature 140 celsius, time 1.5 hour. Yields the product C(C1=CC=CC=C1)NC(=O)NC1=CC(=CC=C1)NC=1C2=C(N=CN1)C=CN2 (N-benzyl-N′-[3-(5H-pyrrolo[3,2-d]pyrimidin-4-ylamino)phenyl]urea). Yield: 41.6%. RXN SMILES: Cl[C:2]1[C:3]2[NH:10][CH:9]=[CH:8][C:4]=2[N:5]=[CH:6][N:7]=1.[NH2:11][C:12]1[CH:13]=[C:14]([NH:18][C:19]([NH:21][CH2:22][C:23]2[CH:28]=[CH:27][CH:26]=[CH:25][CH:24]=2)=[O:20])[CH:15]=[CH:16][CH:17]=1>CN1CCCC1=O.C(=O)([O-])O.[Na+]>[CH2:22]([NH:21][C:19]([NH:18][C:14]1[CH:15]=[CH:16][CH:17]=[C:12]([NH:11][C:2]2[C:3]3[NH:10][CH:9]=[CH:8][C:4]=3[N:5]=[CH:6][N:7]=2)[CH:13]=1)=[O:20])[C:23]1[CH:24]=[CH:25][CH:26]=[CH:27][CH:28]=1 |f:3.4|. Reported procedure: To a solution of 4-chloro-5H-pyrrolo[3,2-d]pyrimidine (100 mg) in 1-methyl-2-pyrrolidone (1.3 mL), was added N-(3-aminophenyl)-N′-benzylurea (220 mg), and the mixture was heated to 140° C. and stirred for 1.5 hrs. The reaction mixture was allowed to cool to room temperature, diluted with 5% aqueous sodium hydrogen carbonate solution (20 mL), and extracted with a mixed solvent (30 mL×3) of ethyl acetate/tetrahydrofuran (1/1). The organic layer washed with saturated brine and dried over anhydrous ... Reactants: CCOCC, Cc1cc(C)cc(OCC(C)Cl)c1, CCO, Cl, [I-], N, [Na+], O. Product: Cc1cc(C)cc(OCC(C)N)c1. RXN SMILES: [CH3:18][CH2:19][O:20][CH2:21][CH3:22].[CH3:1][c:2]1[cH:3][c:4]([O:5][CH2:6][CH:7]([CH3:8])[Cl:9])[cH:10][c:11]([CH3:13])[cH:12]1.[CH3:24][CH2:25][OH:26].[ClH:17].[I-:15].[NH3:16].[Na+:14].[OH2:23]>>[CH3:1][c:2]1[cH:3][c:4]([O:5][CH2:6][CH:7]([CH3:8])[NH2:16])[cH:10][c:11]([CH3:13])[cH:12]1. Starting materials: [Si](C)(C)(C(C)(C)C)O[C@H]([C@H](C=1OC(=NN1)C1=CC(=C(C=C1)O[Si](C)(C)C(C)(C)C)Cl)NC1=C(C(=C(C#N)C=C1)Cl)C)C (4-((1R,2S)-2-(tert-butyldimethylsilyloxy)-1-(5-(4-(tert-butyldimethylsilyloxy)-3-chloro-phenyl)-1,3,4-oxadiazol-2-yl)propylamino)-2-chloro-3-methylbenzonitrile), [F-].C(CCC)[N+](CCCC)(CCCC)CCCC (tetrabutylammonium fluoride). The product is ClC1=C(C#N)C=CC(=C1C)N[C@H]([C@H](C)O)C=1OC(=NN1)C1=CC(=C(C=C1)O)Cl (2-Chloro-4-((1R,2S)-1-(5-(3-chloro-4-hydroxyphenyl)-1,3,4-oxadiazol-2-yl)-2-hydroxypropylamino)-3-methylbenzonitrile), solid. RXN SMILES: [Si]([O:8][C@@H:9]([CH3:42])[C@@H:10]([NH:31][C:32]1[CH:39]=[CH:38][C:35]([C:36]#[N:37])=[C:34]([Cl:40])[C:33]=1[CH3:41])[C:11]1[O:12][C:13]([C:16]2[CH:21]=[CH:20][C:19]([O:22][Si](C(C)(C)C)(C)C)=[C:18]([Cl:30])[CH:17]=2)=[N:14][N:15]=1)(C(C)(C)C)(C)C.[F-].C([N+](CCCC)(CCCC)CCCC)CCC>>[Cl:40][C:34]1[C:33]([CH3:41])=[C:32]([NH:31][C@@H:10]([C:11]2[O:12][C:13]([C:16]3[CH:21]=[CH:20][C:19]([OH:22])=[C:18]([Cl:30])[CH:17]=3)=[N:14][N:15]=2)[C@@H:9]([OH:8])[CH3:42])[CH:39]=[CH:38][C:35]=1[C:36]#[N:37] |f:1.2|. Procedure: 4-((1R,2S)-2-(tert-butyldimethylsilyloxy)-1-(5-(4-(tert-butyldimethylsilyloxy)-3-chloro-phenyl)-1,3,4-oxadiazol-2-yl)propylamino)-2-chloro-3-methylbenzonitrile (377 mg, 0.58 mmol) was deprotected using tetrabutylammonium fluoride (1.0 M solution in THF, 1.2 mL, 1.2 mmol) in a manner analogous used for the preparation of Example 22. After column chromatography (80% EtOAc/hexanes) the title compound was isolated as an off-white solid (23 mg). 1H NMR (400 MHz, CDCl3, δ in ppm) 7.91 (d, J=2.2 Hz, 1H...